Dataset: the Open Reaction Database (ORD), a public repository of structured organic reaction records. Task: describe an organic reaction: reactants, conditions, products, and yield Yields the product N[C@H]1CN(CCC1)C(=O)C1=CC2=C(N(C(=N2)C2=CC=3C(=NC=C(C3)O)N2CC)C)C=C1 (2-(5-{[(3R)-3-Amino-1-piperidinyl]carbonyl}-1-methyl-1H-benzimidazol-2-yl)-1-ethyl-1H-pyrrolo[2,3-b]pyridin-5-ol). The solvent is ClCCl (dichloromethane), CS(=O)C (DMSO). Run at time 4 hour. As a reaction SMILES: [NH2:1][C@@H:2]1[CH2:7][CH2:6][CH2:5][N:4]([C:8]([C:10]2[CH:32]=[CH:31][C:13]3[N:14]([CH3:30])[C:15]([C:17]4[N:27]([CH2:28][CH3:29])[C:20]5=[N:21][CH:22]=[C:23]([O:25]C)[CH:24]=[C:19]5[CH:18]=4)=[N:16][C:12]=3[CH:11]=2)=[O:9])[CH2:3]1.B(Br)(Br)Br>ClCCl.CS(C)=O>[NH2:1][C@@H:2]1[CH2:7][CH2:6][CH2:5][N:4]([C:8]([C:10]2[CH:32]=[CH:31][C:13]3[N:14]([CH3:30])[C:15]([C:17]4[N:27]([CH2:28][CH3:29])[C:20]5=[N:21][CH:22]=[C:23]([OH:25])[CH:24]=[C:19]5[CH:18]=4)=[N:16][C:12]=3[CH:11]=2)=[O:9])[CH2:3]1. Starting materials: N[C@H]1CN(CCC1)C(=O)C1=CC2=C(N(C(=N2)C2=CC=3C(=NC=C(C3)OC)N2CC)C)C=C1 ((R)-(3-aminopiperidin-1-yl)(2-(1-ethyl-5-methoxy-1H-pyrrolo[2,3-b]pyridin-2-yl)-1-methyl-1H-benzo[d]imidazol-5-yl)methanone), B(Br)(Br)Br (Boron tribromide). Isolated yield 114.7%. Reported procedure: A solution of (R)-(3-aminopiperidin-1-yl)(2-(1-ethyl-5-methoxy-1H-pyrrolo[2,3-b]pyridin-2-yl)-1-methyl-1H-benzo[d]imidazol-5-yl)methanone (11 mg, 0.025 mmol) in dichloromethane (DCM) (3 mL) was cooled to 0° C. using an ice-water bath under nitrogen. Boron tribromide (8 μL, 0.085 mmol) was added to the reaction dropwise with vigorous stirring. The reaction mixture was allowed to return to room temperature with stirring, over 4 hours. The reaction mixture was partitioned with water (5 mL), the org... Reactants: CC=1C(=NC2=CC(=C(C=C2N1)OCC1=CC=CC=C1)OCC1=CC=CC=C1)C(=O)OCC1=CC=CC=C1 (3-Methyl-6,7-bis(phenylmethoxy)quinoxaline-2-carboxylic acid, phenylmethyl ester), [OH-].[K+] (potassium hydroxide). Run in C(C)O.O (ethanol water). Run at temperature 80 celsius, time 20 hour. Product: CC=1C(=NC2=CC(=C(C=C2N1)OCC1=CC=CC=C1)OCC1=CC=CC=C1)C(=O)O (3-Methyl-6,7-bis(phenylmethoxy)quinoxaline-2-carboxylic acid). Reaction SMILES: [CH3:1][C:2]1[C:3]([C:28]([O:30]CC2C=CC=CC=2)=[O:29])=[N:4][C:5]2[C:10]([N:11]=1)=[CH:9][C:8]([O:12][CH2:13][C:14]1[CH:19]=[CH:18][CH:17]=[CH:16][CH:15]=1)=[C:7]([O:20][CH2:21][C:22]1[CH:27]=[CH:26][CH:25]=[CH:24][CH:23]=1)[CH:6]=2.[OH-].[K+]>C(O)C.O>[CH3:1][C:2]1[C:3]([C:28]([OH:30])=[O:29])=[N:4][C:5]2[C:10]([N:11]=1)=[CH:9][C:8]([O:12][CH2:13][C:14]1[CH:15]=[CH:16][CH:17]=[CH:18][CH:19]=1)=[C:7]([O:20][CH2:21][C:22]1[CH:23]=[CH:24][CH:25]=[CH:26][CH:27]=1)[CH:6]=2 |f:1.2,3.4|. Reported procedure: The compound of Example 27A (4.9 g, 10.0 mmol) was added to a solution of potassium hydroxide (2.2 g, 40.0 mmol) in ethanol/water (80 ml/16 ml) and the mixture was stirred at 80° C. for 20 hours and then cooled (5° C.). The precipitate was collected by suction, washed with ether (4.3 g) and then suspended in water (100 ml). After correction of the pH of this suspension to 2 by the addition of 2N HCl stirring was continued at room temperature for 20 minutes and the crystallized title compound was... Reactants: C(CC)C=1SC2=C(C(=NC=3C=CC=CC23)N)N1 (2-Propylthiazolo[4,5-c]quinolin-4-amine), C(C)(=O)O (acetic acid), BrBr (Bromine). Run in O (water). Conditions: temperature 60 celsius, time 18 hour. Product: BrC1=CC=2C3=C(C(=NC2C=C1)N)N=C(S3)CCC (8-bromo-2-propylthiazolo[4,5-c]quinolin-4-amine). Yield: 189.2%. As a reaction SMILES: [CH2:1]([C:4]1[S:5][C:6]2[C:15]3[CH:14]=[CH:13][CH:12]=[CH:11][C:10]=3[N:9]=[C:8]([NH2:16])[C:7]=2[N:17]=1)[CH2:2][CH3:3].C(O)(=O)C.[Br:22]Br>O>[Br:22][C:13]1[CH:12]=[CH:11][C:10]2[N:9]=[C:8]([NH2:16])[C:7]3[N:17]=[C:4]([CH2:1][CH2:2][CH3:3])[S:5][C:6]=3[C:15]=2[CH:14]=1. Procedure details: 2-Propylthiazolo[4,5-c]quinolin-4-amine (1.0 g, 0.41 mmol) was combined with acetic acid (15 mL) and heated to 60° C. Bromine (0.10 mL, 1.94 mmol) was added dropwise and the reaction mixture was stirred at 60° C. for 18 hours. The reaction mixture was diluted with water and the resulting precipitate was isolated by filtration to provide 0.25 g of 8-bromo-2-propylthiazolo[4,5-c]quinolin-4-amine as a yellow solid, m.p. 177-180° C. Analysis: Calculated for C13H12BrN3S: %C, 48.46; %H, 3.75; %N, 13.0... The reactants are C([O-])([O-])=O.[Na+].[Na+] (sodium carbonate), [N+](=O)([O-])C1=C(C=CC=C1)B(O)O (2-nitrophenylboronic acid), BrC1=CC(=C(C(=O)OC(C)(C)C)C=C1)NC(=O)C=1C=NC=C(C1)C1=CC=CC=C1 (tert-butyl 4-bromo-2-(5-phenylpyridine-3-carboxamido)benzoate), aqueous solution, C(CC(O)(C(=O)O)CC(=O)O)(=O)O (citric acid), C([O-])([O-])=O.[Na+].[Na+] (sodium carbonate), [N+](=O)([O-])C1=C(C=CC=C1)B(O)O (2-nitrophenylboronic acid). The reagents and catalysts are C=1C=CC(=CC1)[P](C=2C=CC=CC2)(C=3C=CC=CC3)[Pd]([P](C=4C=CC=CC4)(C=5C=CC=CC5)C=6C=CC=CC6)([P](C=7C=CC=CC7)(C=8C=CC=CC8)C=9C=CC=CC9)[P](C=1C=CC=CC1)(C=1C=CC=CC1)C=1C=CC=CC1 (tetrakis(triphenylphosphine)palladium(0)), C=1C=CC(=CC1)[P](C=2C=CC=CC2)(C=3C=CC=CC3)[Pd]([P](C=4C=CC=CC4)(C=5C=CC=CC5)C=6C=CC=CC6)([P](C=7C=CC=CC7)(C=8C=CC=CC8)C=9C=CC=CC9)[P](C=1C=CC=CC1)(C=1C=CC=CC1)C=1C=CC=CC1 (tetrakis(triphenylphosphine)palladium(0)). The solvent is COCCOC (ethylene glycol dimethyl ether), O (Water), C(C)(=O)OCC (ethyl acetate). The product is [N+](=O)([O-])C1=C(C=CC=C1)C1=CC(=C(C(=O)OC(C)(C)C)C=C1)NC(=O)C=1C=NC=C(C1)C1=CC=CC=C1 (tert-butyl 4-(2-nitrophenyl)-2-(5-phenylpyridine-3-carboxamido)benzoate). Isolated yield 62.2%. RXN SMILES: C(=O)([O-])[O-].[Na+].[Na+].[N+:7]([C:10]1[CH:15]=[CH:14][CH:13]=[CH:12][C:11]=1B(O)O)([O-:9])=[O:8].Br[C:20]1[CH:32]=[CH:31][C:23]([C:24]([O:26][C:27]([CH3:30])([CH3:29])[CH3:28])=[O:25])=[C:22]([NH:33][C:34]([C:36]2[CH:37]=[N:38][CH:39]=[C:40]([C:42]3[CH:47]=[CH:46][CH:45]=[CH:44][CH:43]=3)[CH:41]=2)=[O:35])[CH:21]=1.C(O)(=O)CC(CC(O)=O)(C(O)=O)O>C1C=CC([P]([Pd]([P](C2C=CC=CC=2)(C2C=CC=CC=2)C2C=CC=CC=2)([P](C2C=CC=CC=2)(C2C=CC=CC=2)C2C=CC=CC=2)[P](C2C=CC=CC=2)(C2C=CC=CC=2)C2C=CC=CC=2)(C2C=CC=CC=2)C2C=CC=CC=2)=CC=1.C(OCC)(=O)C.COCCOC.O>[N+:7]([C:10]1[CH:15]=[CH:14][CH:13]=[CH:12][C:11]=1[C:20]1[CH:32]=[CH:31][C:23]([C:24]([O:26][C:27]([CH3:29])([CH3:28])[CH3:30])=[O:25])=[C:22]([NH:33][C:34]([C:36]2[CH:37]=[N:38][CH:39]=[C:40]([C:42]3[CH:47]=[CH:46][CH:45]=[CH:44][CH:43]=3)[CH:41]=2)=[O:35])[CH:21]=1)([O-:9])=[O:8] |f:0.1.2,^1:64,66,85,104|. Procedure details: Water (0.6 mL), sodium carbonate (70 mg), 2-nitrophenylboronic acid (44 mg), and tetrakis(triphenylphosphine)palladium(0) (13 mg) were added to an ethylene glycol dimethyl ether (2.0 mL) solution of tert-butyl 4-bromo-2-(5-phenylpyridine-3-carboxamido)benzoate (0.10 g), followed by heating to reflux under a nitrogen atmosphere for 2 hours and 30 minutes. The reaction mixture was cooled to room temperature, and then sodium carbonate (23 mg), 2-nitrophenylboronic acid (37 mg), and tetrakis(triphen... Starting materials: C(C)OC(=O)C1CCN(CC1)CC1=CC2=CC=C(C=C2C=C1)O (1-(6-hydroxy-naphthalen-2-ylmethyl)-piperidine-4-carboxylic acid ethyl ester), C1(=CC=CC=C1)C1CCC(CC1)O (4-phenyl-cyclohexanol), C1(=CC=CC=C1)P(C1=CC=CC=C1)C1=CC=CC=C1 (triphenylphosphine), C1(=CC=CC=C1)C (toluene), N(=NC(=O)OC(C)C)C(=O)OC(C)C (diisopropyl azodicarboxylate). Reaction conditions: time 20 minute. The product is C1(=CC=CC=C1)[C@H]1CC[C@H](CC1)OC=1C=C2C=CC(=CC2=CC1)CN1CCC(CC1)C(=O)OCC (ethyl 1-((6-((cis-4-phenylcyclohexyl)oxy)naphthalen-2-yl)methyl)piperidine-4-carboxylate). Isolated yield 49.7%. Reaction SMILES: [CH2:1]([O:3][C:4]([CH:6]1[CH2:11][CH2:10][N:9]([CH2:12][C:13]2[CH:22]=[CH:21][C:20]3[C:15](=[CH:16][CH:17]=[C:18]([OH:23])[CH:19]=3)[CH:14]=2)[CH2:8][CH2:7]1)=[O:5])[CH3:2].[C:24]1([CH:30]2[CH2:35][CH2:34][CH:33](O)[CH2:32][CH2:31]2)[CH:29]=[CH:28][CH:27]=[CH:26][CH:25]=1.C1(P(C2C=CC=CC=2)C2C=CC=CC=2)C=CC=CC=1.C1(C)C=CC=CC=1.N(C(OC(C)C)=O)=NC(OC(C)C)=O>>[C:24]1([C@@H:30]2[CH2:35][CH2:34][C@H:33]([O:23][C:18]3[CH:19]=[C:20]4[C:15](=[CH:16][CH:17]=3)[CH:14]=[C:13]([CH2:12][N:9]3[CH2:10][CH2:11][CH:6]([C:4]([O:3][CH2:1][CH3:2])=[O:5])[CH2:7][CH2:8]3)[CH:22]=[CH:21]4)[CH2:32][CH2:31]2)[CH:29]=[CH:28][CH:27]=[CH:26][CH:25]=1. Reported procedure: A mixture of 1-(6-hydroxy-naphthalen-2-ylmethyl)-piperidine-4-carboxylic acid ethyl ester (0.400 g, 1.28 mmol), 4-phenyl-cyclohexanol (0.2479 g, 1.406 mmol) and triphenylphosphine (0.6695 g, 2.553 mmol) in toluene (5 mL, 40 mmol) was stirred for 20 min, then diisopropyl azodicarboxylate (0.32 mL, 1.5 mmol) was added dropwise at 0° C. The solution was stirred at reflux overnight. The reaction was added silica gel and the solvent was concentrated. The residue was purified with silica gel eluted wi... The reactants are C(=S)(N1C(C=CC=C1)=O)N1C(C=CC=C1)=O (1,1′-thiocarbonyldi-2(1H)-pyridone), C(Cl)Cl (DCM), C(C)(C)(C)OC(NC(=N)C=1SC(=C(C1)S(=O)(=O)C=1C=C(C=CC1)C1=C(C=C(C=C1)N)C)SC)=O ({[4-(4′-amino-2′-methyl-biphenyl-3-sulfonyl)-5-methylsulfanyl-thiophen-2-yl]-imino-methyl}-carbamic acid tert-butyl ester), NC(=S)N (thiourea). Yields the product C(C)(C)(C)OC(NC(C=1SC(=C(C1)S(=O)(=O)C=1C=C(C=CC1)C1=C(C=C(C=C1)N=C=S)C)SC)=N)=O ((Imino-[4-(4′-isothiocyanato-2′-methyl-biphenyl-3-sulfonyl)-5-methylsulfanyl-thiophen-2-yl]-methyl}-carbamic acid tert-butyl ester). Reaction SMILES: [C:1](N1C=CC=CC1=O)(N1C=CC=CC1=O)=[S:2].C(Cl)Cl.[C:20]([O:24][C:25](=[O:53])[NH:26][C:27]([C:29]1[S:30][C:31]([S:51][CH3:52])=[C:32]([S:34]([C:37]2[CH:38]=[C:39]([C:43]3[CH:48]=[CH:47][C:46]([NH2:49])=[CH:45][C:44]=3[CH3:50])[CH:40]=[CH:41][CH:42]=2)(=[O:36])=[O:35])[CH:33]=1)=[NH:28])([CH3:23])([CH3:22])[CH3:21].NC(N)=S>>[C:20]([O:24][C:25](=[O:53])[NH:26][C:27](=[NH:28])[C:29]1[S:30][C:31]([S:51][CH3:52])=[C:32]([S:34]([C:37]2[CH:38]=[C:39]([C:43]3[CH:48]=[CH:47][C:46]([N:49]=[C:1]=[S:2])=[CH:45][C:44]=3[CH3:50])[CH:40]=[CH:41][CH:42]=2)(=[O:36])=[O:35])[CH:33]=1)([CH3:23])([CH3:22])[CH3:21]. Procedure: A solution of 1,1′-thiocarbonyldi-2(1H)-pyridone in DCM (0.25 M, 300 μL, 0.075 mmol) was added to {[4-(4′-amino-2′-methyl-biphenyl-3-sulfonyl)-5-methylsulfanyl-thiophen-2-yl]-imino-methyl}-carbamic acid tert-butyl ester ((Example 220: step b) 26 mg, 0.05 mmol) at rt. The orange color of the thiourea dissipated as the reagent was added, and a new higher spot appeared on TLC. The solvent was removed in vacuo and the residue was purified by preparative TLC to yield 23 mg of product. 1H-NMR (CDCl3):...